describe an organic reaction: reactants, conditions, products, and yield From a dataset of the Open Reaction Database (ORD), a public repository of structured organic reaction records. Starting materials: C=O, O=CO, O=[N+]([O-])c1ccc(OCC2CCCNC2)c(F)c1, [Na+], O, O=C([O-])O. Yields the product CN1CCCC(COc2ccc([N+](=O)[O-])cc2F)C1. RXN SMILES: [CH2:1]=[O:2].[CH:3]([OH:4])=[O:5].[F:6][c:7]1[c:8]([O:9][CH2:10][CH:11]2[CH2:12][NH:13][CH2:14][CH2:15][CH2:16]2)[cH:17][cH:18][c:19]([N+:21](=[O:22])[O-:23])[cH:20]1.[Na+:24].[OH2:29].[OH:25][C:26](=[O:27])[O-:28]>>[CH3:3][N:13]1[CH2:12][CH:11]([CH2:10][O:9][c:8]2[c:7]([F:6])[cH:20][c:19]([N+:21](=[O:22])[O-:23])[cH:18][cH:17]2)[CH2:16][CH2:15][CH2:14]1. Starting materials: C(C1=CC=CC=C1)(C1=CC=CC=C1)(C1=CC=CC=C1)NC=1SC=C(N1)/C(/C(=O)NC1[C@@H]2N(C(=C(CS2)CSC#N)C(=O)O)C1=O)=N/OC(C)(C)C(=O)OC(C)(C)C (7-[2-(2-tritylaminothiazol-4-yl)-2((Z)-1-t-butoxycarbonyl-1-methylethoxyimino)acetamido]-3-cyanothiomethylceph-3-em-4-carboxylic acid), C1(=CC=CC=C1)C (toluene), C(C)(=O)O (acetic acid), C(C)(C)NC(C)C (diisopropylamine). Run in CCOCC (ether), CC#N (CH3CN). Product: C(C)NCC=1CS[C@H]2N(C1C(=O)O)C(C2NC(\C(=N/OC(C)(C)C(=O)OC(C)(C)C)\C=2N=C(SC2)NC(C2=CC=CC=C2)(C2=CC=CC=C2)C2=CC=CC=C2)=O)=O (3-ethylaminomethyl-7-[2-(2-tritylamino-thiazol-4-yl)-2((Z)-1-t-butoxycarbonyl-1-methylethoxy-imino)-acetamido]ceph-3-em-4-carboxylic acid). The yield is 92.4%. RXN SMILES: [C:1]([NH:20][C:21]1[S:22][CH:23]=[C:24](/[C:26](=[N:46]/[O:47][C:48]([C:51]([O:53][C:54]([CH3:57])([CH3:56])[CH3:55])=[O:52])([CH3:50])[CH3:49])/[C:27]([NH:29][CH:30]2[C:44](=[O:45])[N:32]3[C:33]([C:41]([OH:43])=[O:42])=[C:34]([CH2:37]SC#N)[CH2:35][S:36][C@H:31]23)=[O:28])[N:25]=1)([C:14]1[CH:19]=[CH:18][CH:17]=[CH:16][CH:15]=1)([C:8]1[CH:13]=[CH:12][CH:11]=[CH:10][CH:9]=1)[C:2]1[CH:7]=[CH:6][CH:5]=[CH:4][CH:3]=1.[CH:58]([NH:61]C(C)C)(C)[CH3:59].C1(C)C=CC=CC=1.C(O)(=O)C>CC#N.CCOCC>[CH2:58]([NH:61][CH2:37][C:34]1[CH2:35][S:36][C@@H:31]2[CH:30]([NH:29][C:27](=[O:28])/[C:26](/[C:24]3[N:25]=[C:21]([NH:20][C:1]([C:2]4[CH:3]=[CH:4][CH:5]=[CH:6][CH:7]=4)([C:14]4[CH:15]=[CH:16][CH:17]=[CH:18][CH:19]=4)[C:8]4[CH:9]=[CH:10][CH:11]=[CH:12][CH:13]=4)[S:22][CH:23]=3)=[N:46]\[O:47][C:48]([C:51]([O:53][C:54]([CH3:56])([CH3:55])[CH3:57])=[O:52])([CH3:49])[CH3:50])[C:44](=[O:45])[N:32]2[C:33]=1[C:41]([OH:43])=[O:42])[CH3:59]. Procedure: 7-[2-(2-tritylaminothiazol-4-yl)-2((Z)-1-t-butoxycarbonyl-1-methylethoxyimino)acetamido]-3-cyanothiomethylceph-3-em-4-carboxylic acid (10 g) was dissolved in CH3CN (100 ml) and treated, quickly, dropwise at room temperature, with a mixture of 1,3,5-THT (4.2 g, 4.6 ml) and diisopropylamine (3.1 g, 4.1 ml). After 15 min at room temperature the solution was poured into a mixture of toluene (500 ml) and glacial acetic acid (50 ml) and extracted several times with brine. The organic phase was dried o... The reactants are C(C)[NH+](CC)CC.O(C1=CC=CC=C1)C(=O)C(C(=O)NC1[C@@H]2N(C(C(S2)(C)C)C(=O)[O-])C1=O)C1=CC=CC=C1 (6-(α-phenoxycarbonyl-phenylacetamido)-2,2-dimethyl-penam-3-carboxylic acid triethylammonium salt), C(C)C(C(=O)[O-])CC.[Na+] (sodium diethylacetate), C(C)(=O)OCC (ethyl acetate), Cl (hydrochloric acid). Run in CC(=O)C (acetone). Product: [Na+].O(C1=CC=CC=C1)C(=O)C(C(=O)NC1[C@@H]2N(C(C(S2)(C)C)C(=O)[O-])C1=O)C1=CC=CC=C1 (6-(α-phenoxycarbonyl-phenylacetamido)-2,2-dimethyl-penam-3-carboxylic acid sodium salt). The yield is 85.0%. Reaction SMILES: C([NH+](CC)CC)C.[O:8]([C:15]([CH:17]([C:34]1[CH:39]=[CH:38][CH:37]=[CH:36][CH:35]=1)[C:18]([NH:20][CH:21]1[C:32](=[O:33])[N:23]2[CH:24]([C:29]([O-:31])=[O:30])[C:25]([CH3:28])([CH3:27])[S:26][C@H:22]12)=[O:19])=[O:16])[C:9]1[CH:14]=[CH:13][CH:12]=[CH:11][CH:10]=1.C(OCC)(=O)C.Cl.C(C(CC)C([O-])=O)C.[Na+:55]>CC(C)=O>[Na+:55].[O:8]([C:15]([CH:17]([C:34]1[CH:35]=[CH:36][CH:37]=[CH:38][CH:39]=1)[C:18]([NH:20][CH:21]1[C:32](=[O:33])[N:23]2[CH:24]([C:29]([O-:31])=[O:30])[C:25]([CH3:27])([CH3:28])[S:26][C@H:22]12)=[O:19])=[O:16])[C:9]1[CH:10]=[CH:11][CH:12]=[CH:13][CH:14]=1 |f:0.1,4.5,7.8|. Procedure: A suspension of 48 g. (0.09 moles) of 6-(α-phenoxycarbonyl-phenylacetamido)-2,2-dimethyl-penam-3-carboxylic acid triethylammonium salt in 250 ml. of ethyl acetate is cooled to 0° C., and acidified to pH=2.5 with 2 n aqueous hydrochloric acid. The organic phase is separated, washed with 2×30 ml. of saturated aqueous sodium chloride solution, filtered, and a solution of 12 g. (0.09 moles) of sodium diethylacetate in 50 ml. of acetone is added to the filtrate. The precipitated white powder is filte...